Dataset: the Open Reaction Database (ORD), a public repository of structured organic reaction records. Task: describe an organic reaction: reactants, conditions, products, and yield Reactants: B#B (diborane), CC1=C(C=CC(=C1OC)OC)CC#N (2-methyl-3,4-dimethoxyphenylacetonitrile). Solvent: O1CCCC1 (tetrahydrofuran), O1CCCC1 (tetrahydrofuran). Reaction conditions: time 8 hour. The product is CC1=C(CCN)C=CC(=C1OC)OC (2-methyl-3,4-dimethoxyphenethylamine). Reaction SMILES: [CH3:1][C:2]1[C:7]([O:8][CH3:9])=[C:6]([O:10][CH3:11])[CH:5]=[CH:4][C:3]=1[CH2:12][C:13]#[N:14].B#B>O1CCCC1>[CH3:1][C:2]1[C:7]([O:8][CH3:9])=[C:6]([O:10][CH3:11])[CH:5]=[CH:4][C:3]=1[CH2:12][CH2:13][NH2:14]. Procedure details: A mixture of 42 g (0.219 m) of the phenylacetonitrile 100 ml of tetrahydrofuran was mixed with 400 ml of 1 molar diborane in tetrahydrofuran then heated at reflux for 21/2 hours. After cooling the mixture was quenched with 150 ml of methanol. After sitting overnight, the mixture was stripped. An excess of 10% hydrochloric acid was added followed by heating on the steambath for 2 hours. After cooling, ether was added. The mixture was stirred for 1/2 hour and evaporated. The remaining aqueous laye...